Dataset: the Open Reaction Database (ORD), a public repository of structured organic reaction records. Task: describe an organic reaction: reactants, conditions, products, and yield The reactants are C([O-])(O)=O (bicarbonate), C(C1=CC=CC=C1)OC=1C=NC(=NC1)C1=CC=C(C=C1)O (5-benzyloxy-2-(4-hydroxyphenyl)pyrimidine), N1C=NC=C1 (imidazole), [Si](C)(C)(C(C)(C)C)Cl (t-butyldimethylsilylchloride). Run in CN(C=O)C (N,N-dimethylformamide). Run at time 48 hour. The product is O([Si](C)(C)C(C)(C)C)C1=C(C=CC=C1)C1=NC=NC=C1 (4-(t-butyldimethylsiloxyphenyl)pyrimidine). Reaction SMILES: C(OC1C=N[C:12]([C:15]2[CH:20]=[CH:19][C:18](O)=[CH:17][CH:16]=2)=[N:13][CH:14]=1)C1C=CC=CC=1.N1[CH:26]=[CH:25][N:24]=C1.[Si:27](Cl)([C:30]([CH3:33])([CH3:32])[CH3:31])([CH3:29])[CH3:28].C(=O)(O)[O-:36]>CN(C)C=O>[O:36]([C:20]1[CH:19]=[CH:18][CH:17]=[CH:16][C:15]=1[C:12]1[CH:26]=[CH:25][N:24]=[CH:14][N:13]=1)[Si:27]([C:30]([CH3:33])([CH3:32])[CH3:31])([CH3:29])[CH3:28]. Procedure details: To a solution of 5-benzyloxy-2-(4-hydroxyphenyl)pyrimidine (Sg, 0.0180 moles) (prepared essentially as in Example 1) and imidazole (2.5g, 0.0360 moles) in N,N-dimethylformamide (DMF) (50 ml) was added 2.7 g (0.0180 moles) of t-butyldimethylsilylchloride. The resulting mixture was stirred at room temperature for 4 weeks. The stirred mixture was then poured into 100 ml of dilute bicarbonate, and the resulting solid was collected by filtration. After recrystallization from methanol, the solid was h...